The task is: describe an organic reaction: reactants, conditions, products, and yield. This data is from the Open Reaction Database (ORD), a public repository of structured organic reaction records. The reactants are C(=O)(OC(C)(C)C)N1[C@H](C(=O)OC)C[C@H](C1)C1=CC=CC=C1 (N-BOC-4-(S)-phenyl-(L)-proline, methyl ester), [Li+].C[Si](C)(C)[N-][Si](C)(C)C (LiHMDS), hexanes, CI (MeI). Reported procedure: To a solution of N-BOC-4-(S)-phenyl-(L)-proline, methyl ester from Step A (2.0 g, 6.56 mmol) in anhydrous THF (20 mL) at −78° C. was added over a 30 min period 1M LiHMDS in hexanes (9.83 mL, 9.83 mmol) and allowed to stir for 30 mins at −78° C. The reaction was then allowed to stir for 1 hr at 0° C. The reaction was then cooled to −78° C. and MeI (4.65 g, 32.79 mmol) was added dropwise. The reaction was allowed to warm to rt overnight. The reaction was quenched with NH4Cl. The organic layer was ... RXN SMILES: [C:1]([N:8]1[CH2:16][C@H:15]([C:17]2[CH:22]=[CH:21][CH:20]=[CH:19][CH:18]=2)[CH2:14][C@H:9]1[C:10]([O:12][CH3:13])=[O:11])([O:3][C:4]([CH3:7])([CH3:6])[CH3:5])=[O:2].[Li+].[CH3:24][Si]([N-][Si](C)(C)C)(C)C.CI>C1COCC1>[C:1]([N:8]1[CH2:16][C@H:15]([C:17]2[CH:22]=[CH:21][CH:20]=[CH:19][CH:18]=2)[CH2:14][C@@:9]1([CH3:24])[C:10]([O:12][CH3:13])=[O:11])([O:3][C:4]([CH3:6])([CH3:7])[CH3:5])=[O:2] |f:1.2|. The product is C(=O)(OC(C)(C)C)N1[C@](C(=O)OC)(C[C@H](C1)C1=CC=CC=C1)C (N-BOC-2-methyl-4-(S)-phenyl-(L)-proline, methyl ester). Solvent: C1CCOC1 (THF). Reaction conditions: temperature -78 celsius, time 30 minute. The reactants are CCN(CC)CCN(C)Cc1ccc2c(n1)COC2=O, C1CCOC1, C[Si](C)(C)[N-][Si](C)(C)C, Cl, O=C1Cc2cc(F)ccc2N1, [Li+]. Product: CCN(CC)CCN(C)Cc1ccc2c(n1)COC2=C1C(=O)Nc2ccc(F)cc21. As a reaction SMILES: [CH2:22]([CH3:23])[N:24]([CH2:25][CH2:26][N:27]([CH3:28])[CH2:29][c:30]1[cH:31][cH:32][c:33]2[c:34]([n:35]1)[CH2:36][O:37][C:38]2=[O:39])[CH2:40][CH3:41].[CH2:43]1[O:44][CH2:45][CH2:46][CH2:47]1.[CH3:12][Si:13]([N-:14][Si:15]([CH3:16])([CH3:17])[CH3:18])([CH3:19])[CH3:20].[ClH:42].[F:1][c:2]1[cH:3][c:4]2[c:8]([cH:9][cH:10]1)[NH:7][C:6](=[O:11])[CH2:5]2.[Li+:21]>>[F:1][c:2]1[cH:3][c:4]2[c:8]([cH:9][cH:10]1)[NH:7][C:6](=[O:11])[C:5]2=[C:38]1[c:33]2[cH:32][cH:31][c:30]([CH2:29][N:27]([CH2:26][CH2:25][N:24]([CH2:22][CH3:23])[CH2:40][CH3:41])[CH3:28])[n:35][c:34]2[CH2:36][O:37]1. The reactants are C1=CC(=CC(=C1)Cl)C(=O)OO (mCPBA), C1(CCCC1)/C=C(/C(=O)NC=1SC=CN1)\C=1C=NC(=CC1)SC ((E)-3-cyclopentyl-2-(6-methylsulfanylpyridin-3-yl)-N-thiazol-2-ylacrylamide). Solvent: C(Cl)Cl (CH2Cl2), C(Cl)Cl (CH2Cl2), CCOC(=O)C (EtOAc). Reaction conditions: time 4.5 hour. The product is C1(CCCC1)/C=C(/C(=O)NC=1SC=CN1)\C=1C=NC(=CC1)S(=O)C ((E)-3-Cyclopentyl-2-(6-methanesulfinylpyridin-3-yl)-N-thiazol-2-ylacrylamide). RXN SMILES: C1C=C(Cl)C=C(C(OO)=[O:9])C=1.[CH:12]1(/[CH:17]=[C:18](\[C:27]2[CH:28]=[N:29][C:30]([S:33][CH3:34])=[CH:31][CH:32]=2)/[C:19]([NH:21][C:22]2[S:23][CH:24]=[CH:25][N:26]=2)=[O:20])[CH2:16][CH2:15][CH2:14][CH2:13]1>C(Cl)Cl.CCOC(C)=O>[CH:12]1(/[CH:17]=[C:18](\[C:27]2[CH:28]=[N:29][C:30]([S:33]([CH3:34])=[O:9])=[CH:31][CH:32]=2)/[C:19]([NH:21][C:22]2[S:23][CH:24]=[CH:25][N:26]=2)=[O:20])[CH2:16][CH2:15][CH2:14][CH2:13]1. Procedure details: A solution of mCPBA (85% pure, 64 mg, 318 μmol) in CH2Cl2 (1 mL) was added over 5 min to a stirred solution of (E)-3-cyclopentyl-2-(6-methylsulfanylpyridin-3-yl)-N-thiazol-2-ylacrylamide (EXAMPLE 5, 110 mg, 318 μmol) in CH2Cl2 (5 mL) at 0° C. After 4.5 h at 0° C., the reaction mixture was diluted with EtOAc (40 mL). The resulting solution was washed with H2O-saturated aqueous NaHCO3 (1:1, 2×20 mL) and brine (20 mL), before being dried (MgSO4). Filtration, solvent evaporation, and column chromato... Starting materials: material, C(=O)(O)[O-].[Na+] (NaHCO3), C(C)(C)(C)OC(CC(=O)C1=CC(=CC=C1)C=1C=NC(=CC1)N)=O (3-[3-(6-Amino-pyridin-3-yl)-phenyl]-3-oxo-propionic acid tert-butyl ester), CC(C)(C)OC(=O)OC(=O)OC(C)(C)C (Boc2O), C(C)(C)(C)OC(NC1=C(C=C(C=C1)C(F)(F)F)N)=O ((2-amino-4-trifluoromethyl-phenyl)-carbamic acid tert-butyl ester). The reagents and catalysts are CN(C)C=1C=CN=CC1 (DMAP). Solvent: C1CCOC1 (THF), C1(=CC=CC=C1)C (toluene). Reaction conditions: temperature 23 celsius, time 26.5 hour. The product is NC1=CC=C(C=N1)C=1C=C(C=CC1)C1=NC2=C(NC(C1)=O)C=C(C=C2)C(F)(F)F (4-[3-(6-Amino-pyridin-3-yl)-phenyl]-8-trifluoromethyl-1,3-dihydro-benzo[b][1,4]diazepin-2-one), solid. As a reaction SMILES: C(O[C:6](=[O:23])[CH2:7][C:8]([C:10]1[CH:15]=[CH:14][CH:13]=[C:12]([C:16]2[CH:17]=[N:18][C:19]([NH2:22])=[CH:20][CH:21]=2)[CH:11]=1)=O)(C)(C)C.CC(OC(OC(OC(C)(C)C)=O)=O)(C)C.C([O-])(O)=O.[Na+].C(OC(=O)[NH:50][C:51]1[CH:56]=[CH:55][C:54]([C:57]([F:60])([F:59])[F:58])=[CH:53][C:52]=1[NH2:61])(C)(C)C>CN(C1C=CN=CC=1)C.C1COCC1.C1(C)C=CC=CC=1>[NH2:22][C:19]1[N:18]=[CH:17][C:16]([C:12]2[CH:11]=[C:10]([C:8]3[CH2:7][C:6](=[O:23])[NH:61][C:52]4[CH:53]=[C:54]([C:57]([F:58])([F:59])[F:60])[CH:55]=[CH:56][C:51]=4[N:50]=3)[CH:15]=[CH:14][CH:13]=2)=[CH:21][CH:20]=1 |f:2.3|. Procedure: The title compound was prepared by the following sequence: 1.) To a solution of 3-[3-(6-Amino-pyridin-3-yl)-phenyl]-3-oxo-propionic acid tert-butyl ester (Example K25) (1.0 g, 3.2 mmol) and DMAP (8 mg, 0.064 mmol) in THF (6.4 mL) was added Boc2O (699 mg, 3.2 mmol) and mixture was stirred for 26.5 h at 23° C., poured onto sat. NaHCO3-solution (20 mL), extracted with EtOAc (twice 25 mL). The combined organic layers were washed with 0.5 M HCl (20 mL) and brine (20 mL), dried over Na2SO4. Removal of... Reactants: C(C1=CC=CC=C1)(C1=CC=CC=C1)(C1=CC=CC=C1)N(CCOCC#C)CCOCC1=CC=C(C=C1)C=1OC2=C(N1)C=CC=C2 (N-trityl-N-[2-(4-(benzoxazol-2-yl)benzyloxy)ethyl]-2-(prop-2-ynyloxy)ethanamine), IC1=CC=C(C=C1)C (4-iodotoluene). Reagents/catalysts: Cl[Pd]([P](C1=CC=CC=C1)(C2=CC=CC=C2)C3=CC=CC=C3)([P](C4=CC=CC=C4)(C5=CC=CC=C5)C6=CC=CC=C6)Cl ((PPh3)2PdCl2), [Cu]I (copper (I) iodide). The solvent is C(CCC)N (BuNH2). Run at temperature 75 celsius. The product is C(C1=CC=CC=C1)(C1=CC=CC=C1)(C1=CC=CC=C1)N(CCOCC#CC1=CC=C(C=C1)C)CCOCC1=CC=C(C=C1)C=1OC2=C(N1)C=CC=C2 (N-trityl-N-[2-(4-(benzoxazol-2-yl)benzyloxy)ethyl]-2-[3-(4-methylphenyl)prop-2-ynyloxy]ethanamine). As a reaction SMILES: [C:1]([N:20]([CH2:27][CH2:28][O:29][CH2:30][C:31]1[CH:36]=[CH:35][C:34]([C:37]2[O:38][C:39]3[CH:45]=[CH:44][CH:43]=[CH:42][C:40]=3[N:41]=2)=[CH:33][CH:32]=1)[CH2:21][CH2:22][O:23][CH2:24][C:25]#[CH:26])([C:14]1[CH:19]=[CH:18][CH:17]=[CH:16][CH:15]=1)([C:8]1[CH:13]=[CH:12][CH:11]=[CH:10][CH:9]=1)[C:2]1[CH:7]=[CH:6][CH:5]=[CH:4][CH:3]=1.I[C:47]1[CH:52]=[CH:51][C:50]([CH3:53])=[CH:49][CH:48]=1>C(N)CCC.[Cu]I.Cl[Pd](Cl)([P](C1C=CC=CC=1)(C1C=CC=CC=1)C1C=CC=CC=1)[P](C1C=CC=CC=1)(C1C=CC=CC=1)C1C=CC=CC=1>[C:1]([N:20]([CH2:27][CH2:28][O:29][CH2:30][C:31]1[CH:32]=[CH:33][C:34]([C:37]2[O:38][C:39]3[CH:45]=[CH:44][CH:43]=[CH:42][C:40]=3[N:41]=2)=[CH:35][CH:36]=1)[CH2:21][CH2:22][O:23][CH2:24][C:25]#[C:26][C:47]1[CH:52]=[CH:51][C:50]([CH3:53])=[CH:49][CH:48]=1)([C:14]1[CH:15]=[CH:16][CH:17]=[CH:18][CH:19]=1)([C:8]1[CH:9]=[CH:10][CH:11]=[CH:12][CH:13]=1)[C:2]1[CH:7]=[CH:6][CH:5]=[CH:4][CH:3]=1 |^1:63,82|. Reported procedure: N-trityl-N-[2-(4-(benzoxazol-2-yl)benzyloxy)ethyl]-2-(prop-2-ynyloxy)ethanamine (0.517 g; 0.87 mmol), 4-iodotoluene (0.262 g; 1.2 mmol) and copper (I) iodide (3.5 mg; 2%/wt) are dissolved in BuNH2 (4 ml) in an inert atmosphere (argon). To this is added (PPh3)2PdCl2, [bis(triphenylphosphine)palladium chloride], (6 mg; 1%/wt) and the reaction is heated at 75° C. for 1 hour. The mixture is then concentrated in vacuo and purified by column chromatography using 10 Et3N/10 CH2Cl2 /PE to obtain N-trity... Starting materials: [H+].[B-](F)(F)(F)F (HBF4), C1(=CC=CC=C1)S(=O)CF (Monofluoromethyl phenyl sulfoxide), CC=1C=CC(=CC1)C (p-Xylene), FC(S(=O)(=O)OS(=O)(=O)C(F)(F)F)(F)F (trifluoromethanesulfonic anhydride), C(=O)(O)[O-].[Na+] (NaHCO3). The solvent is CCOCC (Et2O), C(C)OCC (diethyl ether). Yields the product F[B-](F)(F)F.CC1=C(C=C(C=C1)C)[S+](C1=CC=CC=C1)CF ((2,5-dimethylphenyl)(fluoromethyl)(phenyl)sulfonium tetrafluoroborate). RXN SMILES: [C:1]1([S:7]([CH2:9][F:10])=O)[CH:6]=[CH:5][CH:4]=[CH:3][CH:2]=1.[CH3:11][C:12]1[CH:13]=[CH:14][C:15]([CH3:18])=[CH:16][CH:17]=1.FC(F)(F)S(OS(C(F)(F)F)(=O)=O)(=O)=O.[H+].[B-:35]([F:39])([F:38])([F:37])[F:36].C([O-])(O)=O.[Na+]>C(OCC)C>[F:36][B-:35]([F:39])([F:38])[F:37].[CH3:11][C:12]1[CH:17]=[CH:16][C:15]([CH3:18])=[CH:14][C:13]=1[S+:7]([CH2:9][F:10])[C:1]1[CH:6]=[CH:5][CH:4]=[CH:3][CH:2]=1 |f:3.4,5.6,8.9|. Procedure details: Monofluoromethyl phenyl sulfoxide (1.01 g, 6.38 mmol) of example 2 was dissolved in dry diethyl ether (15 mL) under an argon atmosphere. p-Xylene (0.87 mL, 1.1 eq) was added to the previous solution and then the mixture was cooled to a temperature below −50° C. After stabilizing the temperature, trifluoromethanesulfonic anhydride (1.07 mL, 1.0 eq) was added slowly, maintaining the same temperature. The mixture was stirred, at the same temperature, until the reaction was complete. HBF4 in Et2O so... Reactants: [BH4-], CC(=O)O[BH-](OC(C)=O)OC(C)=O, CC(C)(C)CN, COC(OC)OC, CO, CC(=O)O, Cl, [Na+], [Na+], CC(C)(C)OC(=O)NCC(C=O)(c1ccccc1)c1ccccc1, CN(C)C=O. The product is CC(C)(C)CNCC(CNC(=O)OC(C)(C)C)(c1ccccc1)c1ccccc1. RXN SMILES: [BH4-:45].[C:31]([O:32][BH-:33]([O:34][C:35](=[O:36])[CH3:37])[O:38][C:39](=[O:40])[CH3:41])(=[O:42])[CH3:43].[CH2:25]([C:26]([CH3:27])([CH3:28])[CH3:29])[NH2:30].[CH3:53][O:54][CH:55]([O:56][CH3:57])[O:58][CH3:59].[CH3:60][OH:61].[CH3:62][C:63](=[O:64])[OH:65].[ClH:47].[Na+:44].[Na+:46].[O:1]=[CH:2][C:3]([CH2:4][NH:5][C:6]([O:7][C:8]([CH3:9])([CH3:10])[CH3:11])=[O:12])([c:13]1[cH:14][cH:15][cH:16][cH:17][cH:18]1)[c:19]1[cH:20][cH:21][cH:22][cH:23][cH:24]1.[O:48]=[CH:49][N:50]([CH3:51])[CH3:52]>>[CH2:2]([C:3]([CH2:4][NH:5][C:6]([O:7][C:8]([CH3:9])([CH3:10])[CH3:11])=[O:12])([c:13]1[cH:14][cH:15][cH:16][cH:17][cH:18]1)[c:19]1[cH:20][cH:21][cH:22][cH:23][cH:24]1)[NH:30][CH2:25][C:26]([CH3:27])([CH3:28])[CH3:29]. The reactants are Cc1cc(CCc2ccc([N+](=O)[O-])cc2)cc(C)n1, ClC(Cl)Cl, O=C(OO)c1cccc(Cl)c1. Yields the product Cc1cc(CCc2ccc([N+](=O)[O-])cc2)cc(C)[n+]1[O-]. As a reaction SMILES: [CH3:1][c:2]1[n:3][c:4]([CH3:19])[cH:5][c:6]([CH2:8][CH2:9][c:10]2[cH:11][cH:12][c:13]([N+:16](=[O:17])[O-:18])[cH:14][cH:15]2)[cH:7]1.[CH:31]([Cl:32])([Cl:33])[Cl:34].[Cl:20][c:21]1[cH:22][cH:23][cH:24][c:25]([C:26]([O:27][OH:29])=[O:28])[cH:30]1>>[CH3:1][c:2]1[n+:3]([O-:28])[c:4]([CH3:19])[cH:5][c:6]([CH2:8][CH2:9][c:10]2[cH:11][cH:12][c:13]([N+:16](=[O:17])[O-:18])[cH:14][cH:15]2)[cH:7]1. Product: O1C2(OCC1)C[C@@H]1[C@@H](CNCC1)C2 ((cis)-spiro[1,2,3,4,4a,5,7,7a-octahydrocyclopenta[c]pyridine-6,2′-1,3-dioxolane]). Conditions: time 1 hour. Reaction SMILES: [H-].[Al+3].[Li+].[H-].[H-].[H-].[CH2:7]1[C@H:12]2[CH2:13][C:14]3([O:19][CH2:18][CH2:17][O:16]3)[CH2:15][C@H:11]2[CH2:10][C:9](=O)[NH:8]1.O.[OH-].[Na+]>O1CCCC1>[O:16]1[CH2:17][CH2:18][O:19][C:14]21[CH2:13][C@@H:12]1[CH2:7][NH:8][CH2:9][CH2:10][C@@H:11]1[CH2:15]2 |f:0.1.2.3.4.5,8.9|. The solvent is O1CCCC1 (tetrahydrofuran), O1CCCC1 (tetrahydrofuran). Reported procedure: In an ice-water bath, lithium aluminium hydride (47 mg, 1.27 mmol) was dissolved in 10 mL of tetrahydrofuran followed by the addition of 10 mL of a solution of (cis)-spiro[1,3-dioxolane-2,6′-2,4,4a,5,7,7a-hexahydro-1H-cyclopenta[c]pyridine]-3′-one 14e (120 mg, 0.60 mmol) in tetrahydrofuran. The resulting solution was stirred for 1 hour, added with 1 μL of water, 1 μL of 15% sodium hydroxide solution in batches, extracted with dichloromethane (50 mL×3). The combined organic phase was washed with ... Reactants: solution, C1NC(C[C@H]2[C@@H]1CC1(C2)OCCO1)=O ((cis)-spiro[1,3-dioxolane-2,6′-2,4,4a,5,7,7a-hexahydro-1H-cyclopenta[c]pyridine]-3′-one), [H-].[Al+3].[Li+].[H-].[H-].[H-] (lithium aluminium hydride), O (water), [OH-].[Na+] (sodium hydroxide). The yield is 136.4%.